This data is from the Open Reaction Database (ORD), a public repository of structured organic reaction records. The task is: describe an organic reaction: reactants, conditions, products, and yield Reactants: ClC=1C(=NC=C(C1)C(F)(F)F)C(CC1=CC=CC=C1)N=C(C1=CC=CC=C1)C1=CC=CC=C1 (N-[1-(3-Chloro-5-trifluoromethyl-2-pyridyl)-2-phenylethyl]benzophenone Imine), Cl (hydrochloric acid). Solvent: C(C)OCC (diethyl ether). Conditions: time 2 hour. Product: Cl.ClC=1C(=NC=C(C1)C(F)(F)F)C(CC1=CC=CC=C1)N (1-(3-Chloro-5-trifluoromethyl-2-pyridyl)-2-phenylethylamine Hydrochloride). Reaction SMILES: [Cl:1][C:2]1[C:3]([CH:12]([N:20]=C(C2C=CC=CC=2)C2C=CC=CC=2)[CH2:13][C:14]2[CH:19]=[CH:18][CH:17]=[CH:16][CH:15]=2)=[N:4][CH:5]=[C:6]([C:8]([F:11])([F:10])[F:9])[CH:7]=1.Cl>C(OCC)C>[ClH:1].[Cl:1][C:2]1[C:3]([CH:12]([NH2:20])[CH2:13][C:14]2[CH:19]=[CH:18][CH:17]=[CH:16][CH:15]=2)=[N:4][CH:5]=[C:6]([C:8]([F:11])([F:9])[F:10])[CH:7]=1 |f:3.4|. Reported procedure: To a solution of the product from stage b) (1.29 g) in diethyl ether (5 ml) was added 1 M hydrochloric acid (10 ml) at room temperature and the solution was stirred at room temperature for 2 hours. The mixture was filtered to give a solid, which was washed with water (15 ml) then ether (15 ml). Drying in vacuo gave the title product. Water was removed from the aqueous phase by azeotropic distillation with toluene (×3), to give further quantities of the title product. Reactants: Cc1ccc(S(=O)(=O)OCC2CCCN2C(=O)OC(C)(C)C)cc1, [H-], [Na+], CN(C)C=O, O=C1c2ccccc2C(=O)N1c1ccc(O)cc1. The product is CC(C)(C)OC(=O)N1CCCC1COc1ccc(N2C(=O)c3ccccc3C2=O)cc1. As a reaction SMILES: [C:21]([CH3:22])([CH3:23])([CH3:24])[O:25][C:26](=[O:27])[N:28]1[CH:29]([CH2:33][O:34][S:35]([c:36]2[cH:37][cH:38][c:39]([CH3:40])[cH:41][cH:42]2)(=[O:43])=[O:44])[CH2:30][CH2:31][CH2:32]1.[H-:2].[Na+:1].[O:45]=[CH:46][N:47]([CH3:48])[CH3:49].[OH:3][c:4]1[cH:5][cH:6][c:7]([N:10]2[C:11](=[O:20])[c:12]3[cH:13][cH:14][cH:15][cH:16][c:17]3[C:18]2=[O:19])[cH:8][cH:9]1>>[O:3]([c:4]1[cH:5][cH:6][c:7]([N:10]2[C:11](=[O:20])[c:12]3[cH:13][cH:14][cH:15][cH:16][c:17]3[C:18]2=[O:19])[cH:8][cH:9]1)[CH2:33][CH:29]1[N:28]([C:26]([O:25][C:21]([CH3:22])([CH3:23])[CH3:24])=[O:27])[CH2:32][CH2:31][CH2:30]1. The reactants are CN1CCC(=C2c3ccccc3Oc3ccc(Cl)cc32)CC1, N#CBr, c1ccccc1. The product is N#CN1CCC(=C2c3ccccc3Oc3ccc(Cl)cc32)CC1. RXN SMILES: [Cl:4][c:5]1[cH:6][c:7]2[c:16]([cH:17][cH:18]1)[O:15][c:14]1[c:9]([cH:10][cH:11][cH:12][cH:13]1)[C:8]2=[C:19]1[CH2:20][CH2:21][N:22]([CH3:25])[CH2:23][CH2:24]1.[N:1]#[C:2][Br:3].[cH:26]1[cH:27][cH:28][cH:29][cH:30][cH:31]1>>[N:1]#[C:2][N:22]1[CH2:21][CH2:20][C:19](=[C:8]2[c:7]3[cH:6][c:5]([Cl:4])[cH:18][cH:17][c:16]3[O:15][c:14]3[c:9]2[cH:10][cH:11][cH:12][cH:13]3)[CH2:24][CH2:23]1.